Dataset: the Open Reaction Database (ORD), a public repository of structured organic reaction records. Task: describe an organic reaction: reactants, conditions, products, and yield Reactants: Cc1c(I)nnn1-c1cc(Cl)ccc1NS(=O)(=O)c1ccc(C(C)(C)C)cc1, C1CCOC1, [Li]CCCC, CCOC(C)=O, c1ccc(P(c2ccccc2)(c2ccccc2)[Pd](P(c2ccccc2)(c2ccccc2)c2ccccc2)(P(c2ccccc2)(c2ccccc2)c2ccccc2)P(c2ccccc2)(c2ccccc2)c2ccccc2)cc1, c1cocn1. The product is Cc1c(-c2ncco2)nnn1-c1cc(Cl)ccc1NS(=O)(=O)c1ccc(C(C)(C)C)cc1. Reaction SMILES: [C:11]([CH3:12])([CH3:13])([CH3:14])[c:15]1[cH:16][cH:17][c:18]([S:21](=[O:22])(=[O:23])[NH:24][c:25]2[c:26](-[n:32]3[n:33][n:34][c:35]([I:38])[c:36]3[CH3:37])[cH:27][c:28]([Cl:31])[cH:29][cH:30]2)[cH:19][cH:20]1.[CH2:39]1[O:40][CH2:41][CH2:42][CH2:43]1.[CH3:1][CH2:2][CH2:3][CH2:4][Li:5].[CH3:44][CH2:45][O:46][C:47]([CH3:48])=[O:49].[cH:50]1[cH:51][cH:52][c:53]([P:54]([Pd:55]([P:56]([c:57]2[cH:58][cH:59][cH:60][cH:61][cH:62]2)([c:63]2[cH:64][cH:65][cH:66][cH:67][cH:68]2)[c:69]2[cH:70][cH:71][cH:72][cH:73][cH:74]2)([P:75]([c:76]2[cH:77][cH:78][cH:79][cH:80][cH:81]2)([c:82]2[cH:83][cH:84][cH:85][cH:86][cH:87]2)[c:88]2[cH:89][cH:90][cH:91][cH:92][cH:93]2)[P:94]([c:95]2[cH:96][cH:97][cH:98][cH:99][cH:100]2)([c:101]2[cH:102][cH:103][cH:104][cH:105][cH:106]2)[c:107]2[cH:108][cH:109][cH:110][cH:111][cH:112]2)([c:113]2[cH:114][cH:115][cH:116][cH:117][cH:118]2)[c:119]2[cH:120][cH:121][cH:122][cH:123][cH:124]2)[cH:125][cH:126]1.[o:6]1[cH:7][n:8][cH:9][cH:10]1>>[o:6]1[c:7](-[c:35]2[n:34][n:33][n:32](-[c:26]3[c:25]([NH:24][S:21]([c:18]4[cH:17][cH:16][c:15]([C:11]([CH3:12])([CH3:13])[CH3:14])[cH:20][cH:19]4)(=[O:22])=[O:23])[cH:30][cH:29][c:28]([Cl:31])[cH:27]3)[c:36]2[CH3:37])[n:8][cH:9][cH:10]1. The reactants are CN=C=S, CC(=O)O, Nc1cccc(C(=O)O)c1. The product is CNC(=S)Nc1cccc(C(=O)O)c1. Reaction SMILES: [CH3:11][N:12]=[C:13]=[S:14].[CH3:15][C:16](=[O:17])[OH:18].[NH2:1][c:2]1[cH:3][c:4]([C:5](=[O:6])[OH:7])[cH:8][cH:9][cH:10]1>>[NH:1]([c:2]1[cH:3][c:4]([C:5](=[O:6])[OH:7])[cH:8][cH:9][cH:10]1)[C:13]([NH:12][CH3:11])=[S:14]. Reactants: BrC=1C=C(C=CC1)C(C(C)C)(O)C=1N=CN(C1)C(C1=CC=CC=C1)(C1=CC=CC=C1)C1=CC=CC=C1 (1-(3-bromophenyl)-(1-trityl-1H-imidazol-4-yl)-2-methyl-1-propanol), FC(C1=CC=C(C=C1)B(O)O)(F)F (4-trifluoromethylphenylboronic acid), C([O-])([O-])=O.[Na+].[Na+] (sodium carbonate). The reagents and catalysts are C=1C=CC(=CC1)[P](C=2C=CC=CC2)(C=3C=CC=CC3)[Pd]([P](C=4C=CC=CC4)(C=5C=CC=CC5)C=6C=CC=CC6)([P](C=7C=CC=CC7)(C=8C=CC=CC8)C=9C=CC=CC9)[P](C=1C=CC=CC1)(C=1C=CC=CC1)C=1C=CC=CC1 (tetrakis(triphenylphosphine)palladium(0)). Product: CC(C(O)(C=1N=CN(C1)C(C1=CC=CC=C1)(C1=CC=CC=C1)C1=CC=CC=C1)C=1C=C(C=CC1)C1=CC=C(C=C1)C(F)(F)F)C (2-methyl-1-[4′-(trifluoromethyl)[1,1′-biphenyl]-3-yl]-1-(1-trityl-1H-imidazol-4-yl)-1-propanol). Yield: 76.4%. RXN SMILES: Br[C:2]1[CH:3]=[C:4]([C:8]([C:13]2[N:14]=[CH:15][N:16]([C:18]([C:31]3[CH:36]=[CH:35][CH:34]=[CH:33][CH:32]=3)([C:25]3[CH:30]=[CH:29][CH:28]=[CH:27][CH:26]=3)[C:19]3[CH:24]=[CH:23][CH:22]=[CH:21][CH:20]=3)[CH:17]=2)([OH:12])[CH:9]([CH3:11])[CH3:10])[CH:5]=[CH:6][CH:7]=1.[F:37][C:38]([F:49])([F:48])[C:39]1[CH:44]=[CH:43][C:42](B(O)O)=[CH:41][CH:40]=1.C(=O)([O-])[O-].[Na+].[Na+]>C1C=CC([P]([Pd]([P](C2C=CC=CC=2)(C2C=CC=CC=2)C2C=CC=CC=2)([P](C2C=CC=CC=2)(C2C=CC=CC=2)C2C=CC=CC=2)[P](C2C=CC=CC=2)(C2C=CC=CC=2)C2C=CC=CC=2)(C2C=CC=CC=2)C2C=CC=CC=2)=CC=1>[CH3:10][CH:9]([CH3:11])[C:8]([C:4]1[CH:3]=[C:2]([C:42]2[CH:43]=[CH:44][C:39]([C:38]([F:49])([F:48])[F:37])=[CH:40][CH:41]=2)[CH:7]=[CH:6][CH:5]=1)([C:13]1[N:14]=[CH:15][N:16]([C:18]([C:31]2[CH:36]=[CH:35][CH:34]=[CH:33][CH:32]=2)([C:25]2[CH:30]=[CH:29][CH:28]=[CH:27][CH:26]=2)[C:19]2[CH:24]=[CH:23][CH:22]=[CH:21][CH:20]=2)[CH:17]=1)[OH:12] |f:2.3.4,^1:59,61,80,99|. Procedure details: By the reaction in the same manner as in Example 4-(ii) using 1-(3-bromophenyl)-(1-trityl-1H-imidazol-4-yl)-2-methyl-1-propanol (3.01 g), 4-trifluoromethylphenylboronic acid (1.70 g), 2M aqueous sodium carbonate solution (22.4 ml) and tetrakis(triphenylphosphine)palladium(0) (323 mg), the title compound (2.58 g) was obtained as colorless needle crystals.